describe an organic reaction: reactants, conditions, products, and yield From a dataset of the Open Reaction Database (ORD), a public repository of structured organic reaction records. Reactants: O=C([O-])[O-], CCO, COc1cc(I)cc([N+](=O)[O-])c1, [K+], [K+], c1ccc(P(c2ccccc2)(c2ccccc2)[Pd](P(c2ccccc2)(c2ccccc2)c2ccccc2)(P(c2ccccc2)(c2ccccc2)c2ccccc2)P(c2ccccc2)(c2ccccc2)c2ccccc2)cc1, OB(O)c1ccsc1. Product: COc1cc(-c2ccsc2)cc([N+](=O)[O-])c1. RXN SMILES: [C:21](=[O:22])([O-:23])[O-:24].[CH3:27][CH2:28][OH:29].[I:1][c:2]1[cH:3][c:4]([O:11][CH3:12])[cH:5][c:6]([N+:8](=[O:9])[O-:10])[cH:7]1.[K+:25].[K+:26].[cH:30]1[cH:31][cH:32][c:33]([P:34]([Pd:35]([P:36]([c:37]2[cH:38][cH:39][cH:40][cH:41][cH:42]2)([c:43]2[cH:44][cH:45][cH:46][cH:47][cH:48]2)[c:49]2[cH:50][cH:51][cH:52][cH:53][cH:54]2)([P:55]([c:56]2[cH:57][cH:58][cH:59][cH:60][cH:61]2)([c:62]2[cH:63][cH:64][cH:65][cH:66][cH:67]2)[c:68]2[cH:69][cH:70][cH:71][cH:72][cH:73]2)[P:74]([c:75]2[cH:76][cH:77][cH:78][cH:79][cH:80]2)([c:81]2[cH:82][cH:83][cH:84][cH:85][cH:86]2)[c:87]2[cH:88][cH:89][cH:90][cH:91][cH:92]2)([c:93]2[cH:94][cH:95][cH:96][cH:97][cH:98]2)[c:99]2[cH:100][cH:101][cH:102][cH:103][cH:104]2)[cH:105][cH:106]1.[s:13]1[cH:14][c:15]([B:18]([OH:19])[OH:20])[cH:16][cH:17]1>>[c:2]1(-[c:15]2[cH:14][s:13][cH:17][cH:16]2)[cH:3][c:4]([O:11][CH3:12])[cH:5][c:6]([N+:8](=[O:9])[O-:10])[cH:7]1. As a reaction SMILES: [CH2:33]([N:34]1[CH2:35][CH2:36][O:37][CH2:38][CH2:39]1)[CH3:40].[CH3:12][N:13]([CH3:14])[CH2:15][CH2:16][CH2:17][N:18]=[C:19]=[N:20][CH2:21][CH3:22].[CH3:1][N:2]1[CH:3]([C:4](=[O:5])[OH:6])[CH2:7][CH2:8][C:9]1=[O:10].[Cl:53][CH2:54][Cl:55].[ClH:11].[OH:23][n:24]1[c:25]2[cH:26][cH:27][cH:28][cH:29][c:30]2[n:31][n:32]1.[c:41]1([CH2:51][NH2:52])[cH:42][cH:43][cH:44][c:45]2[cH:46][cH:47][cH:48][cH:49][c:50]12>>[CH3:1][N:2]1[CH:3]([C:4](=[O:6])[NH:52][CH2:51][c:41]2[cH:42][cH:43][cH:44][c:45]3[cH:46][cH:47][cH:48][cH:49][c:50]23)[CH2:7][CH2:8][C:9]1=[O:10]. Yields the product CN1C(=O)CCC1C(=O)NCc1cccc2ccccc12. The reactants are CCN1CCOCC1, CCN=C=NCCCN(C)C, CN1C(=O)CCC1C(=O)O, ClCCl, Cl, On1nnc2ccccc21, NCc1cccc2ccccc12.